From a dataset of the Open Reaction Database (ORD), a public repository of structured organic reaction records. describe an organic reaction: reactants, conditions, products, and yield Reactants: CCCCCCCCCCCCCCCCCCOc1nc(Cl)nc(OCCCCCCCCCCCCCCCCCC)n1, Oc1cc(-c2ccccc2)c(O)c(-c2ccccc2)c1. Yields the product CCCCCCCCCCCCCCCCCCOc1nc(OCCCCCCCCCCCCCCCCCC)nc(Oc2cc(-c3ccccc3)c(O)c(-c3ccccc3)c2)n1. As a reaction SMILES: [Cl:1][c:2]1[n:3][c:4]([O:27][CH2:28][CH2:29][CH2:30][CH2:31][CH2:32][CH2:33][CH2:34][CH2:35][CH2:36][CH2:37][CH2:38][CH2:39][CH2:40][CH2:41][CH2:42][CH2:43][CH2:44][CH3:45])[n:5][c:6]([O:8][CH2:9][CH2:10][CH2:11][CH2:12][CH2:13][CH2:14][CH2:15][CH2:16][CH2:17][CH2:18][CH2:19][CH2:20][CH2:21][CH2:22][CH2:23][CH2:24][CH2:25][CH3:26])[n:7]1.[c:46]1(-[c:52]2[c:53]([OH:54])[c:55](-[c:60]3[cH:61][cH:62][cH:63][cH:64][cH:65]3)[cH:56][c:57]([OH:59])[cH:58]2)[cH:47][cH:48][cH:49][cH:50][cH:51]1>>[c:2]1([O:59][c:57]2[cH:56][c:55](-[c:60]3[cH:61][cH:62][cH:63][cH:64][cH:65]3)[c:53]([OH:54])[c:52](-[c:46]3[cH:47][cH:48][cH:49][cH:50][cH:51]3)[cH:58]2)[n:3][c:4]([O:27][CH2:28][CH2:29][CH2:30][CH2:31][CH2:32][CH2:33][CH2:34][CH2:35][CH2:36][CH2:37][CH2:38][CH2:39][CH2:40][CH2:41][CH2:42][CH2:43][CH2:44][CH3:45])[n:5][c:6]([O:8][CH2:9][CH2:10][CH2:11][CH2:12][CH2:13][CH2:14][CH2:15][CH2:16][CH2:17][CH2:18][CH2:19][CH2:20][CH2:21][CH2:22][CH2:23][CH2:24][CH2:25][CH3:26])[n:7]1. Reactants: CC(=O)c1nn(C)c(-c2ccc(C(C)(C)C)cc2)c1O, CC(C)O, COC(=O)c1ccc(C(=O)NN)cc1O. Yields the product COC(=O)c1ccc(C(=O)NN=C(C)c2nn(C)c(-c3ccc(C(C)(C)C)cc3)c2O)cc1O. RXN SMILES: [C:1]([CH3:2])([CH3:3])([CH3:4])[c:5]1[cH:6][cH:7][c:8](-[c:11]2[c:12]([OH:20])[c:13]([C:17]([CH3:18])=[O:19])[n:14][n:15]2[CH3:16])[cH:9][cH:10]1.[CH:36]([OH:37])([CH3:38])[CH3:39].[NH:21]([NH2:22])[C:23](=[O:24])[c:25]1[cH:26][c:27]([OH:35])[c:28]([C:29](=[O:30])[O:31][CH3:32])[cH:33][cH:34]1>>[C:1]([CH3:2])([CH3:3])([CH3:4])[c:5]1[cH:6][cH:7][c:8](-[c:11]2[c:12]([OH:20])[c:13]([C:17]([CH3:18])=[N:22][NH:21][C:23](=[O:24])[c:25]3[cH:26][c:27]([OH:35])[c:28]([C:29](=[O:30])[O:31][CH3:32])[cH:33][cH:34]3)[n:14][n:15]2[CH3:16])[cH:9][cH:10]1. The reactants are C(C)(=O)NC1=CC=C(C=C1)SC1=NC(=CC(=N1)NC=1NN=C(C1)C)C1=CC=C(C=C1)O ([2-(4-acetamido-phenyl-sulfanyl)-6-(4-hydroxyphenyl)-pyrimidin-4-yl]-(5-methyl-2H-pyrazol-3-yl)-amine), C([O-])([O-])=O.[K+].[K+] (potassium carbonate), Cl.CN(CCCCl)C (1-dimethylamino-3-chloropropane hydrochloride). Run in CN(C)C=O (DMF). Reaction conditions: temperature 80 celsius, time 4 hour. Product: desired product, C(C)(=O)NC1=CC=C(C=C1)SC1=NC(=CC(=N1)NC=1NN=C(C1)C)C1=CC=C(C=C1)OCCCN(C)C ({2-(4-acetamido-phenyl-sulfanyl)-6-[4-(3-dimethylamino-propoxy)-phenyl]-pyrimidin-4-yl}-(5-methyl-2H-pyrazol-3-yl)-amine). RXN SMILES: [C:1]([NH:4][C:5]1[CH:10]=[CH:9][C:8]([S:11][C:12]2[N:17]=[C:16]([NH:18][C:19]3[NH:20][N:21]=[C:22]([CH3:24])[CH:23]=3)[CH:15]=[C:14]([C:25]3[CH:30]=[CH:29][C:28]([OH:31])=[CH:27][CH:26]=3)[N:13]=2)=[CH:7][CH:6]=1)(=[O:3])[CH3:2].C(=O)([O-])[O-].[K+].[K+].Cl.[CH3:39][N:40]([CH3:45])[CH2:41][CH2:42][CH2:43]Cl>CN(C=O)C>[C:1]([NH:4][C:5]1[CH:6]=[CH:7][C:8]([S:11][C:12]2[N:17]=[C:16]([NH:18][C:19]3[NH:20][N:21]=[C:22]([CH3:24])[CH:23]=3)[CH:15]=[C:14]([C:25]3[CH:26]=[CH:27][C:28]([O:31][CH2:43][CH2:42][CH2:41][N:40]([CH3:45])[CH3:39])=[CH:29][CH:30]=3)[N:13]=2)=[CH:9][CH:10]=1)(=[O:3])[CH3:2] |f:1.2.3,4.5|. Reported procedure: To a solution of the above-prepared [2-(4-acetamido-phenyl-sulfanyl)-6-(4-hydroxyphenyl)-pyrimidin-4-yl]-(5-methyl-2H-pyrazol-3-yl)-amine (70 mg, 1.62.10−4 mol) in DMF (3 mL) is added potassium carbonate (134 mg, 9.71.10−4 mol). The reaction mixture is heated to 80° C. before 1-dimethylamino-3-chloropropane hydrochloride (77 mg, 4.86.10−4 mol) is added. The mixture is stirred at 80° C. for 4 hours, cooled to room temperature and the solvent is evaporated. The residue is purified by flash chromat... Starting materials: C(C)(C)C1=C2CC(CC2=CC=C1)=O (4-Isopropyl-2-indanone), C[Mg]Br (methylmagnesium bromide), O.C1(=CC=C(C=C1)S(=O)(=O)O)C (p-toluenesulfonic acid hydrate). Run at time 17 hour. Yields the product CC=1CC2=CC=CC(=C2C1)C(C)C (2-Methyl-4-isopropylindene). Isolated yield 36.0%. As a reaction SMILES: [CH:1]([C:4]1[CH:12]=[CH:11][CH:10]=[C:9]2[C:5]=1[CH2:6][C:7](=O)[CH2:8]2)([CH3:3])[CH3:2].[CH3:14][Mg]Br.O.C1(C)C=CC(S(O)(=O)=O)=CC=1>>[CH3:14][C:7]1[CH2:8][C:9]2[C:5]([CH:6]=1)=[C:4]([CH:1]([CH3:3])[CH3:2])[CH:12]=[CH:11][CH:10]=2 |f:2.3|. Procedure details: 11.1 g (63.8 mmol) of indanone b3 were reacted with 2.5 equivalents of methylmagnesium bromide analogously to instructions I.3. The reaction time was 17 hours at room temperature. The mixture was then refluxed with p-toluenesulfonic acid hydrate for 25 minutes. Chromatography gave 3.9 g (36%) of indene b4 as a colorless oil. The reactants are ClC1=NC=CC=C1[N+](=O)[O-] (2-chloro-3-nitropyridine), CCN(C(C)C)C(C)C (DIPEA), NCC(=O)OC(C)(C)C.Cl (H-Gly-OtBu.HCl). Run in CC#N (MeCN). Reaction conditions: temperature 80 celsius. Yields the product C(C)(C)(C)OC(CNC1=NC=CC=C1[N+](=O)[O-])=O ((3-Nitro-pyridin-2-ylamino)-acetic acid tert-butyl ester). Isolated yield 102.9%. Reaction SMILES: [NH2:1][CH2:2][C:3]([O:5][C:6]([CH3:9])([CH3:8])[CH3:7])=[O:4].Cl.Cl[C:12]1[C:17]([N+:18]([O-:20])=[O:19])=[CH:16][CH:15]=[CH:14][N:13]=1.CCN(C(C)C)C(C)C>CC#N>[C:6]([O:5][C:3](=[O:4])[CH2:2][NH:1][C:12]1[C:17]([N+:18]([O-:20])=[O:19])=[CH:16][CH:15]=[CH:14][N:13]=1)([CH3:9])([CH3:8])[CH3:7] |f:0.1|. Procedure: To a suspension of H-Gly-OtBu.HCl (1.57 g) in MeCN (35 mL) was added 2-chloro-3-nitropyridine (1.5 g) and DIPEA (4.01 mL). The resulting yellow solution was heated up to 80° C. for 14 h. The reaction mixture was evaporated to dryness. The residue was taken up in DCM, washed with water and brine and the aq. phases were extracted with DCM. The combined org. layers were dried (MgSO4), filtrated off and evaporated in vacuo to afford 2.44 g of yellow solid. LC-MS (C): tR=0.81 min; [M+H]+: 254.27